Dataset: the Open Reaction Database (ORD), a public repository of structured organic reaction records. Task: describe an organic reaction: reactants, conditions, products, and yield The reactants are CC1(OC(C(O1)=CC(=O)N(OC)CC1=CC=C(C=C1)F)=O)C (2-(2,2-Dimethyl-5-oxo-[1,3]dioxolan-4-ylidene)-N-(4-fluoro-benzyl)-N-methoxy-acetamide), C1(=CC=C(C=C1)S(=O)(=O)N)C (toluene-4-sulfonamide), [H-].[Na+] (NaH). The solvent is C1CCOC1 (THF). Run at time 8 hour. Yields the product FC1=CC=C(CN(C(C=C(C(NS(=O)(=O)C2=CC=C(C=C2)C)=O)O)=O)OC)C=C1 (3-Hydroxy-4-oxo-4-(toluene-4-sulfonylamino)-but-2-enoic acid (4-fluoro-benzyl)-methoxy-amide). Isolated yield 18.9%. As a reaction SMILES: CC1(C)[O:6][C:5](=[CH:7][C:8]([N:10]([CH2:13][C:14]2[CH:19]=[CH:18][C:17]([F:20])=[CH:16][CH:15]=2)[O:11][CH3:12])=[O:9])[C:4](=[O:21])O1.[C:23]1([CH3:33])[CH:28]=[CH:27][C:26]([S:29]([NH2:32])(=[O:31])=[O:30])=[CH:25][CH:24]=1.[H-].[Na+]>C1COCC1>[F:20][C:17]1[CH:16]=[CH:15][C:14]([CH2:13][N:10]([O:11][CH3:12])[C:8](=[O:9])[CH:7]=[C:5]([OH:6])[C:4](=[O:21])[NH:32][S:29]([C:26]2[CH:27]=[CH:28][C:23]([CH3:33])=[CH:24][CH:25]=2)(=[O:30])=[O:31])=[CH:19][CH:18]=1 |f:2.3|. Reported procedure: 2-(2,2-Dimethyl-5-oxo-[1,3]dioxolan-4-ylidene)-N-(4-fluoro-benzyl)-N-methoxy-acetamide (309 mg, 1 mmol) and toluene-4-sulfonamide (171 mg, 1 mmol) were dissolved in 2 mL of THF. To this was added 40 mg of NaH (60% dispersion in mineral oil) and the resulting mixture stirred overnight. The reaction was quenched with 1N HCl and extracted with EtOAc. The organic layer was dried over Na2SO4, filtered and solvent removed to yield an oily solid. The product was triturated with MeOH to yield 80 mg soli... Starting materials: [Al+3], CCOC(=O)c1cc2c(nc(C)n2C)c2c1CCC(c1ccccc1)N2, [H-], [H-], [H-], [H-], [K+], [Li+], [Mg+2], O=S(=O)([O-])[O-], C1CCOC1, [OH-], O. The product is Cc1nc2c3c(c(CO)cc2n1C)CCC(c1ccccc1)N3. Reaction SMILES: [Al+3:2].[CH3:7][c:8]1[n:9][c:10]2[c:11]([cH:12][c:13]([C:26](=[O:27])[O:28][CH2:29][CH3:30])[c:14]3[c:19]2[NH:18][CH:17]([c:20]2[cH:21][cH:22][cH:23][cH:24][cH:25]2)[CH2:16][CH2:15]3)[n:31]1[CH3:32].[H-:1].[H-:4].[H-:5].[H-:6].[K+:34].[Li+:3].[Mg+2:35].[O-:36][S:37](=[O:38])(=[O:39])[O-:40].[O:41]1[CH2:42][CH2:43][CH2:44][CH2:45]1.[OH-:33].[OH2:46]>>[CH3:7][c:8]1[n:9][c:10]2[c:11]([cH:12][c:13]([CH2:26][OH:27])[c:14]3[c:19]2[NH:18][CH:17]([c:20]2[cH:21][cH:22][cH:23][cH:24][cH:25]2)[CH2:16][CH2:15]3)[n:31]1[CH3:32]. Starting materials: CC(C)(C)OC(=O)N1CCC(S)CC1, CCOC(C)=O, Fc1ccccc1CBr, [Na+], [OH-], O. The product is CC(C)(C)OC(=O)N1CCC(SCc2ccccc2F)CC1. As a reaction SMILES: [C:1]([CH3:2])([CH3:3])([CH3:4])[O:5][C:6](=[O:7])[N:8]1[CH2:9][CH2:10][CH:11]([SH:14])[CH2:12][CH2:13]1.[CH3:27][CH2:28][O:29][C:30](=[O:31])[CH3:32].[F:17][c:18]1[c:19]([CH2:20][Br:21])[cH:22][cH:23][cH:24][cH:25]1.[Na+:16].[OH-:15].[OH2:26]>>[C:1]([CH3:2])([CH3:3])([CH3:4])[O:5][C:6](=[O:7])[N:8]1[CH2:9][CH2:10][CH:11]([S:14][CH2:20][c:19]2[c:18]([F:17])[cH:25][cH:24][cH:23][cH:22]2)[CH2:12][CH2:13]1. The reactants are Cc1cnc(C)[nH]1, CS(C)=O, O=C(Nc1ccccc1)c1ccccc1N1CCN(C(=O)CCl)CC1, [H-], [Na+]. Product: Cc1cn(CC(=O)N2CCN(c3ccccc3C(=O)Nc3ccccc3)CC2)c(C)n1. As a reaction SMILES: [CH3:1][c:2]1[nH:3][c:4]([CH3:7])[cH:5][n:6]1.[CH3:35][S:36]([CH3:37])=[O:38].[Cl:10][CH2:11][C:12](=[O:13])[N:14]1[CH2:15][CH2:16][N:17]([c:20]2[c:21]([C:22](=[O:23])[NH:24][c:25]3[cH:26][cH:27][cH:28][cH:29][cH:30]3)[cH:31][cH:32][cH:33][cH:34]2)[CH2:18][CH2:19]1.[H-:9].[Na+:8]>>[CH3:1][c:2]1[n:3][c:4]([CH3:7])[cH:5][n:6]1[CH2:11][C:12](=[O:13])[N:14]1[CH2:15][CH2:16][N:17]([c:20]2[c:21]([C:22](=[O:23])[NH:24][c:25]3[cH:26][cH:27][cH:28][cH:29][cH:30]3)[cH:31][cH:32][cH:33][cH:34]2)[CH2:18][CH2:19]1. The reactants are ClC(=O)OCCCC (n-butyl chloroformate), NC=1C=C(NC(\C=C(\C)/OC)=O)C=CC1 (m-amino-3-methoxy-crotonanilide), O1CCCC1 (tetrahydrofuran). Run in C(C)N(CC)CC (triethylamine). Reaction conditions: temperature 5 celsius, time 16 hour. Yields the product C(CCC)OC(=O)NC=1C=C(NC(\C=C(\C)/OC)=O)C=CC1 (m-(n-butoxycarbonylamino)-3-methoxy-crotonanilide). The yield is 89.8%. As a reaction SMILES: Cl[C:2]([O:4][CH2:5][CH2:6][CH2:7][CH3:8])=[O:3].[NH2:9][C:10]1[CH:11]=[C:12]([CH:21]=[CH:22][CH:23]=1)[NH:13][C:14](=[O:20])/[CH:15]=[C:16](\[O:18][CH3:19])/[CH3:17].O1CCCC1>C(N(CC)CC)C>[CH2:5]([O:4][C:2]([NH:9][C:10]1[CH:11]=[C:12]([CH:21]=[CH:22][CH:23]=1)[NH:13][C:14](=[O:20])/[CH:15]=[C:16](\[O:18][CH3:19])/[CH3:17])=[O:3])[CH2:6][CH2:7][CH3:8]. Reported procedure: 12 g of n-butyl chloroformate were slowly added to a mixture of 16.5 g of m-amino-3-methoxy-crotonanilide, 320 ml of tetrahydrofuran and 8.9 g of triethylamine cooled to 5° C. and the mixture was stirred for 16 hours and then vacuum filtered. The residue was chromatographed over silica gel and was eluted with an 8- 2 methylene chloride-acetone mixture to obtain 22 g of m-(n-butoxycarbonylamino)-3-methoxy-crotonanilide melting at 100° C. Starting materials: COC(=O)C=1N=COC1C1=CC(=CC=C1)COC (5-(3-methoxymethyl-phenyl)-oxazole-4-carboxylic acid methyl ester), [OH-].[Na+] (NaOH), N#N (N2), Cl (HCl). The solvent is C1CCOC1 (THF). Conditions: time 1.5 hour. Product: COCC=1C=C(C=CC1)C1=C(N=CO1)C(=O)O (5-(3-Methoxymethyl-phenyl)-oxazole-4-carboxylic acid). As a reaction SMILES: N#N.C[O:4][C:5]([C:7]1[N:8]=[CH:9][O:10][C:11]=1[C:12]1[CH:17]=[CH:16][CH:15]=[C:14]([CH2:18][O:19][CH3:20])[CH:13]=1)=[O:6].[OH-].[Na+].Cl>C1COCC1>[CH3:20][O:19][CH2:18][C:14]1[CH:13]=[C:12]([C:11]2[O:10][CH:9]=[N:8][C:7]=2[C:5]([OH:6])=[O:4])[CH:17]=[CH:16][CH:15]=1 |f:2.3|. Procedure: In a flame dried round-bottomed flask equipped with a magnetic stir bar and under inert atmosphere (N2), a solution of 5-(3-methoxymethyl-phenyl)-oxazole-4-carboxylic acid methyl ester (280 mg, 1.13 mmol) in THF (11.0 mL) was treated with a 1N NaOH (5.5 mL). The resulting mixture was stirred for 1.5 h then acidified with 1N HCl, extracted twice with EA (2×20 mL) and the combined organic phases were washed with brine (20 mL). The organic layer was dried over MgSO4, filtered, and the solvent remov... Starting materials: CC(C)(C)c1ccc(-c2nc3c(N4CCNCC4)ccnc3[nH]2)cc1, CC(=O)O[BH-](OC(C)=O)OC(C)=O, CN1CCCC1=O, O=Cc1c[nH]c(=O)[nH]c1=O, [Na+]. Product: CC(C)(C)c1ccc(-c2nc3c(N4CCN(Cc5c[nH]c(=O)[nH]c5=O)CC4)ccnc3[nH]2)cc1. RXN SMILES: [C:1]([CH3:2])([CH3:3])([CH3:4])[c:5]1[cH:6][cH:7][c:8](-[c:11]2[n:12][c:13]3[c:14]([n:15][cH:16][cH:17][c:18]3[N:19]3[CH2:20][CH2:21][NH:22][CH2:23][CH2:24]3)[nH:25]2)[cH:9][cH:10]1.[C:36]([O:37][BH-:38]([O:39][C:40](=[O:41])[CH3:42])[O:43][C:44](=[O:45])[CH3:46])(=[O:47])[CH3:48].[CH3:50][N:51]1[CH2:52][CH2:53][CH2:54][C:55]1=[O:56].[CH:26](=[O:27])[c:28]1[c:29](=[O:35])[nH:30][c:31](=[O:34])[nH:32][cH:33]1.[Na+:49]>>[C:1]([CH3:2])([CH3:3])([CH3:4])[c:5]1[cH:6][cH:7][c:8](-[c:11]2[n:12][c:13]3[c:14]([n:15][cH:16][cH:17][c:18]3[N:19]3[CH2:20][CH2:21][N:22]([CH2:26][c:28]4[c:29](=[O:35])[nH:30][c:31](=[O:34])[nH:32][cH:33]4)[CH2:23][CH2:24]3)[nH:25]2)[cH:9][cH:10]1. Starting materials: ICC(=O)N (2-Iodoacetamide), Cl(=O)(=O)(=O)[O-].[Al+3].Cl(=O)(=O)(=O)[O-].Cl(=O)(=O)(=O)[O-] (aluminum perchlorate), C(C=C)OC(=O)N1C[C@H](C[C@H]1CC1=CN2C(S1)=CN=C2Cl)SC=2[C@@H]([C@H]1N(C2C(=O)OCC=C)C([C@@H]1[C@@H](C)O)=O)C (allyl (1R,5S,6S)-2-[(3S,5S)-1-allyloxycarbonyl-5-(5-chloroimidazo[5,1-b]thiazol-2-yl)methylpyrrolidin-3-yl]thio-6-((1R)-1-hydroxyethyl)-1-methylcarbapen-2-em-3-carboxylate). Run in C(C)#N (acetonitrile). Conditions: time 48 hour. The product is [Cl-].C(C=C)OC(=O)N1C[C@H](C[C@H]1CC1=C[N+]=2C(S1)=CN(C2Cl)CC(N)=O)SC=2[C@@H]([C@H]1N(C2C(=O)OCC=C)C([C@@H]1[C@@H](C)O)=O)C (allyl(1R,5S,6S)-2-[(3S,5S)-1-allyloxycarbonyl-5-(6-carbamoylmethyl-5-chloroimidazo[5,1-b]thiazolium-2-yl)methylpyrrolidin-3-yl]thio-6-((1R)-1-hydroxyethyl)-1-methylcarbapen-2-em-3-carboxylate chloride). The yield is 98.2%. Reaction SMILES: I[CH2:2][C:3]([NH2:5])=[O:4].[Cl:6]([O-])(=O)(=O)=O.[Al+3].Cl([O-])(=O)(=O)=O.Cl([O-])(=O)(=O)=O.[CH2:22]([O:25][C:26]([N:28]1[C@H:32]([CH2:33][C:34]2[S:38][C:37]3=[CH:39][N:40]=[C:41]([Cl:42])[N:36]3[CH:35]=2)[CH2:31][C@H:30]([S:43][C:44]2[C@H:45]([CH3:61])[C@@H:46]3[C@@H:56]([C@H:57]([OH:59])[CH3:58])[C:55](=[O:60])[N:47]3[C:48]=2[C:49]([O:51][CH2:52][CH:53]=[CH2:54])=[O:50])[CH2:29]1)=[O:27])[CH:23]=[CH2:24]>C(#N)C>[Cl-:6].[CH2:22]([O:25][C:26]([N:28]1[C@H:32]([CH2:33][C:34]2[S:38][C:37]3=[CH:39][N:40]([CH2:2][C:3](=[O:4])[NH2:5])[C:41]([Cl:42])=[N+:36]3[CH:35]=2)[CH2:31][C@H:30]([S:43][C:44]2[C@H:45]([CH3:61])[C@@H:46]3[C@@H:56]([C@H:57]([OH:59])[CH3:58])[C:55](=[O:60])[N:47]3[C:48]=2[C:49]([O:51][CH2:52][CH:53]=[CH2:54])=[O:50])[CH2:29]1)=[O:27])[CH:23]=[CH2:24] |f:1.2.3.4,7.8|. Procedure: 2-Iodoacetamide (198.0 mg) and 221.9 mg of aluminum perchlorate are added to a solution of 42.6 mg of allyl (1R,5S,6S)-2-[(3S,5S)-1-allyloxycarbonyl-5-(5-chloroimidazo[5,1-b]thiazol-2-yl)methylpyrrolidin-3-yl]thio-6-((1R)-1-hydroxyethyl)-1-methylcarbapen-2-em-3-carboxylate, described in Example 64-a), in 1.0 ml of dry acetonitrile. The mixture is stirred in an argon atmosphere at room temperature for 48 hr. The mixture is then filtered to remove insolubles, and the filtrate is subjected to evapo... Reactants: C(C)(=O)OC(C)(CCCC)C (2-methylhexan-2-yl acetate), C(C)(=O)OC(C)=O (Acetic anhydride), CC(C)(CCC)O (2-methylpentan-2-ol), CC(CO)CCC (2-methylpentanol). The reagents and catalysts are CN(C)C=1C=CN=CC1 (DMAP). Solvent: N1=CC=CC=C1 (pyridine). Conditions: temperature 70 celsius. Product: C(C)(=O)OC(C)(CCC)C (2-methylpentan-2-yl acetate). As a reaction SMILES: [C:1]([O:4][C:5]([CH3:11])([CH2:7][CH2:8][CH2:9]C)[CH3:6])(=[O:3])[CH3:2].CC(O)(CCC)C.CC(CCC)CO.C(OC(=O)C)(=O)C>CN(C1C=CN=CC=1)C.N1C=CC=CC=1>[C:1]([O:4][C:5]([CH3:11])([CH2:7][CH2:8][CH3:9])[CH3:6])(=[O:3])[CH3:2]. Reported procedure: Prepared in a manner similar to 2-methylhexan-2-yl acetate, except using 2-methylpentan-2-ol. A 500 mL round bottom flask was charged with pyridine (30 mL), 2-methylpentanol (30 mL, 208 mmol) and was added followed by DMAP (1.213 g, 9.93 mmol). Acetic anhydride (46 mL, 417 mmol) was added slowly and the mixture heated at 70° C. for 20 hours. The reaction was quenched by pouring into a 10° C. Et2O bath on ice. 200 mL of water was added and the mixture was extracted with saturated CuSO4 (4×50 mL)....